This data is from the Open Reaction Database (ORD), a public repository of structured organic reaction records. The task is: describe an organic reaction: reactants, conditions, products, and yield Reactants: NC1=NC=CC=N1 (2-aminopyrimidine), CC(CC(C)(C)C)(C)[N+]#[C-] (1,1,3,3-tetramethylbutyl isocyanide), N1C(=CC=C1)C=O (pyrrole-2-carbaldehyde). Run in Cl(=O)(=O)(=O)O (perchloric acid). The product is N1C(=CC=C1)C=1N=C2N(C=CC=N2)C1NC(CC(C)(C)C)(C)C ([2-(1H-Pyrrol-2-yl)-imidazo[1,2-a]pyrimidin-3-yl]-(1,1,3,3-tetramethyl-butyl)-amine). Reaction SMILES: [NH2:1][C:2]1[N:7]=[CH:6][CH:5]=[CH:4][N:3]=1.[CH3:8][C:9]([N+:16]#[C-:17])([CH3:15])[CH2:10][C:11]([CH3:14])([CH3:13])[CH3:12].[NH:18]1[CH:22]=[CH:21][CH:20]=[C:19]1[CH:23]=O>Cl(O)(=O)(=O)=O>[NH:18]1[CH:22]=[CH:21][CH:20]=[C:19]1[C:23]1[N:1]=[C:2]2[N:7]=[CH:6][CH:5]=[CH:4][N:3]2[C:17]=1[NH:16][C:9]([CH3:15])([CH3:8])[CH2:10][C:11]([CH3:14])([CH3:13])[CH3:12]. Procedure details: Compound (19) was prepared in accordance with general instructions 1 from 1.0 ml 2-aminopyrimidine solution (0.1 M, MC), 0.575 ml 1,1,3,3-tetramethylbutyl isocyanide solution (0.2 M, MC), 0.500 ml pyrrole-2-carbaldehyde solution (0.3 M, MC), and 10 μl perchloric acid (w=20%).